From a dataset of the Open Reaction Database (ORD), a public repository of structured organic reaction records. describe an organic reaction: reactants, conditions, products, and yield The reactants are CCOC(=O)C.CCCCCC (EtOAc hexane), FC1=C(C=C(C=N1)C#N)C (6-fluoro-5-methyl-3-pyridinecarbonitrile), C[S-].[Na+] (sodium thiomethoxide). Solvent: CC(C)O (2-propanol), CC(C)O (2-propanol), O (water). Run at time 1 hour. The product is CC=1C=C(C=NC1SC)C#N (5-Methyl-6-methylthio-3-pyridinecarbonitrile). Isolated yield 79.2%. Reaction SMILES: [CH3:1][S-:2].[Na+].F[C:5]1[N:10]=[CH:9][C:8]([C:11]#[N:12])=[CH:7][C:6]=1[CH3:13].CCOC(C)=O.CCCCCC>CC(O)C.O>[CH3:13][C:6]1[CH:7]=[C:8]([C:11]#[N:12])[CH:9]=[N:10][C:5]=1[S:2][CH3:1] |f:0.1,3.4|. Reported procedure: To a stirred suspension of sodium thiomethoxide (1.66 g, 23.71 mmol) in 2-propanol (20 mL) at room temperature under a nitrogen atmosphere was added a suspension of 6-fluoro-5-methyl-3-pyridinecarbonitrile (2.69 g, 19.76 mmol) in 2-propanol (10 mL). After one hour stirring at room temperature, TLC (25% EtOAc/hexane) indicated loss of starting material. The reaction mixture was diluted with water (20 mL) and filtered. The filtrate was extracted twice with ether (25 mL×2). The organic layers were ... The reactants are BrC1=CC=C(C=C1)O (4-Bromophenol), C1(OCCO1)=O (ethylene carbonate), N1C=NC=C1 (imidazole). Yields the product BrC1=CC=C(OCCO)C=C1 (2-(4-Bromophenoxy)ethanol). Reported procedure: 4-Bromophenol (1 eq.), ethylene carbonate (1 eq.) and imidazole (0.5% loading) were combined and heated at 150° C. for 2 h to afford the title compound as a brown oil. RXN SMILES: [Br:1][C:2]1[CH:7]=[CH:6][C:5]([OH:8])=[CH:4][CH:3]=1.C1(=O)O[CH2:12][CH2:11][O:10]1.N1C=CN=C1>>[Br:1][C:2]1[CH:7]=[CH:6][C:5]([O:8][CH2:12][CH2:11][OH:10])=[CH:4][CH:3]=1. Conditions: temperature 150 celsius. Reactants: COc1cc(Br)ccc1OC1CNC1, O=C1CCC1, CC(=O)O[BH-](OC(C)=O)OC(C)=O, CC(=O)O, CC(Cl)Cl, [Na+]. Product: COc1cc(Br)ccc1OC1CN(C2CCC2)C1. RXN SMILES: [Br:1][c:2]1[cH:3][c:4]([O:13][CH3:14])[c:5]([O:6][CH:7]2[CH2:8][NH:9][CH2:10]2)[cH:11][cH:12]1.[C:15]1(=[O:19])[CH2:16][CH2:17][CH2:18]1.[C:20]([O:21][BH-:22]([O:23][C:24](=[O:25])[CH3:26])[O:27][C:28](=[O:29])[CH3:30])(=[O:31])[CH3:32].[CH3:34][C:35](=[O:36])[OH:37].[Cl:38][CH:39]([Cl:40])[CH3:41].[Na+:33]>>[Br:1][c:2]1[cH:3][c:4]([O:13][CH3:14])[c:5]([O:6][CH:7]2[CH2:8][N:9]([CH:15]3[CH2:16][CH2:17][CH2:18]3)[CH2:10]2)[cH:11][cH:12]1. The reactants are Cc1nc2ccccc2n1-c1nc(N2CCOCC2)c2nc(CBr)n(C)c2n1, CC(C)(CO)C1CCNCC1. The product is Cc1nc2ccccc2n1-c1nc(N2CCOCC2)c2nc(CN3CCC(C(C)(C)CO)CC3)n(C)c2n1. Reaction SMILES: [Br:1][CH2:2][c:3]1[n:4]([CH3:28])[c:5]2[n:6][c:7](-[n:18]3[c:19]([CH3:27])[n:20][c:21]4[c:22]3[cH:23][cH:24][cH:25][cH:26]4)[n:8][c:9]([N:12]3[CH2:13][CH2:14][O:15][CH2:16][CH2:17]3)[c:10]2[n:11]1.[CH3:29][C:30]([CH2:31][OH:32])([CH3:33])[CH:34]1[CH2:35][CH2:36][NH:37][CH2:38][CH2:39]1>>[CH2:2]([c:3]1[n:4]([CH3:28])[c:5]2[n:6][c:7](-[n:18]3[c:19]([CH3:27])[n:20][c:21]4[c:22]3[cH:23][cH:24][cH:25][cH:26]4)[n:8][c:9]([N:12]3[CH2:13][CH2:14][O:15][CH2:16][CH2:17]3)[c:10]2[n:11]1)[N:37]1[CH2:36][CH2:35][CH:34]([C:30]([CH3:29])([CH2:31][OH:32])[CH3:33])[CH2:39][CH2:38]1. Starting materials: NC1=NC=NC(=C1C(=O)N)N1CCC(CC1)C=1N(C=C(N1)C1=CC(=C(C=C1)F)C(F)(F)F)C (4-Amino-6-{4-[4-(4-fluoro-3-trifluoromethyl-phenyl)-1-methyl-1H-imidazol-2-yl]-piperidin-1-yl}-pyrimidine-5-carboxamide), NC1=NC=NC(=C1C#N)N1CCC(CC1)C=1N(C=C(N1)C1CCCCC1)CCN1CCC1 (4-Amino-6-{4-[1-(2-azetidin-1-yl-ethyl)-4-cyclohexyl-1H-imidazol-2-yl]-piperidin-1-yl}-pyrimidine-5-carbonitrile). Product: NC1=NC=NC(=C1C(=O)N)N1CCC(CC1)C=1N(C=C(N1)C1CCCCC1)CCN1CCC1 (4-Amino-6-{4-[1-(2-azetidin-1-yl-ethyl)-4-cyclohexyl-1H-imidazol-2-yl]-piperidin-1-yl}-pyrimidine-5-carboxylic acid amide). As a reaction SMILES: [NH2:1][C:2]1[C:7]([C:8]([NH2:10])=[O:9])=[C:6]([N:11]2[CH2:16][CH2:15][CH:14]([C:17]3[N:18]([CH3:33])[CH:19]=[C:20]([C:22]4[CH:27]=[CH:26][C:25](F)=[C:24](C(F)(F)F)[CH:23]=4)[N:21]=3)[CH2:13][CH2:12]2)[N:5]=[CH:4][N:3]=1.NC1C(C#N)=C(N2CCC(C3N(C[CH2:61][N:62]4[CH2:65][CH2:64][CH2:63]4)C=C(C4CCCCC4)N=3)CC2)N=CN=1>>[NH2:1][C:2]1[C:7]([C:8]([NH2:10])=[O:9])=[C:6]([N:11]2[CH2:16][CH2:15][CH:14]([C:17]3[N:18]([CH2:33][CH2:61][N:62]4[CH2:65][CH2:64][CH2:63]4)[CH:19]=[C:20]([CH:22]4[CH2:23][CH2:24][CH2:25][CH2:26][CH2:27]4)[N:21]=3)[CH2:13][CH2:12]2)[N:5]=[CH:4][N:3]=1. Procedure: The title compound was prepared in an analogous manner as 4-Amino-6-{4-[4-(4-fluoro-3-trifluoromethyl-phenyl)-1-methyl-1H-imidazol-2-yl]-piperidin-1-yl}-pyrimidine-5-carboxamide using 4-Amino-6-{4-[1-(2-azetidin-1-yl-ethyl)-4-cyclohexyl-1H-imidazol-2-yl]-piperidin-1-yl}-pyrimidine-5-carbonitrile instead of 4-amino-6-(4-{4-[4-fluoro-3-(trifluoromethyl)phenyl]-1-methyl-1H-imidazol-2-yl}piperidin-1-yl)pyrimidine-5-carbonitrile. LC-MS: (M+1=453, obsd.=453). Reactants: C1(=CC=CC=C1)P(C1=CC=CC=C1)C1=CC=CC=C1 (Triphenylphosphine), C(Br)(Br)(Br)Br (carbon tetrabromide), COC1=CC=C(C=C1)C=O (p-anisic aldehyde). Run at time 30 minute. The product is BrC(=CC1=CC=C(C=C1)OC)Br (1-(2,2-dibromovinyl)-4-methoxybenzene). Yield: 99.9%. As a reaction SMILES: C1(P(C2C=CC=CC=2)C2C=CC=CC=2)C=CC=CC=1.[C:20]([Br:24])(Br)(Br)[Br:21].[CH3:25][O:26][C:27]1[CH:32]=[CH:31][C:30]([CH:33]=O)=[CH:29][CH:28]=1>>[Br:21][C:20]([Br:24])=[CH:33][C:30]1[CH:31]=[CH:32][C:27]([O:26][CH3:25])=[CH:28][CH:29]=1. Reported procedure: Triphenylphosphine (57.8 g, 220 mmol) was dissolved in dichromomethane (200 ml) in nitrogen atmosphere, and carbon tetrabromide (36.5 g, 110 mmol) was added little by little under cooling with ice, followed by stirring for 30 minutes. Then, p-anisic aldehyde (10.0 g, 73.4 mmol) was dropwise added under cooling with ice, followed by stirring for 10 minutes. The reaction solution was subjected to filtration, silica gel (50 g) was added to the filtrate, and the filtrate was concentrated under reduc... The reactants are C(CCC)C1=NC2=C(C(NCC2)C(=O)OC)N1CC1=CC=C(C=C1)C1=C(C=CC=C1)C(=O)OC (methyl 2-n-butyl-3-(2'-methoxycarbonylbiphenyl-4-yl)methyl-4,5,6,7-tetrahydroimidazo[4,5-c]pyridine-4-carboxylate), C(C)(=O)OC(C)=O (acetic anhydride). Solvent: N1=CC=CC=C1 (pyridine). Run at time 8 hour. Product: C(CCC)C1=NC2=C(C(N(CC2)C(C)=O)C(=O)OC)N1CC1=CC=C(C=C1)C1=C(C=CC=C1)C(=O)OC (methyl 2-n-butyl-5-acetyl-3-(2'-methoxycarbonylbiphenyl-4-yl)methyl-4,5,6,7-tetrahydroimidazo[4,5-c] pyridine-4-carboxylate). Reaction SMILES: [CH2:1]([C:5]1[N:17]([CH2:18][C:19]2[CH:24]=[CH:23][C:22]([C:25]3[CH:30]=[CH:29][CH:28]=[CH:27][C:26]=3[C:31]([O:33][CH3:34])=[O:32])=[CH:21][CH:20]=2)[C:8]2[CH:9]([C:13]([O:15][CH3:16])=[O:14])[NH:10][CH2:11][CH2:12][C:7]=2[N:6]=1)[CH2:2][CH2:3][CH3:4].[C:35](OC(=O)C)(=[O:37])[CH3:36]>N1C=CC=CC=1>[CH2:1]([C:5]1[N:17]([CH2:18][C:19]2[CH:20]=[CH:21][C:22]([C:25]3[CH:30]=[CH:29][CH:28]=[CH:27][C:26]=3[C:31]([O:33][CH3:34])=[O:32])=[CH:23][CH:24]=2)[C:8]2[CH:9]([C:13]([O:15][CH3:16])=[O:14])[N:10]([C:35](=[O:37])[CH3:36])[CH2:11][CH2:12][C:7]=2[N:6]=1)[CH2:2][CH2:3][CH3:4]. Procedure: To a mixture of the compound obtained in Example 12 (1.70 g) and pyridine (20 ml) is added acetic anhydride (5 ml), and the mixture is stirred overnight. The solvent is distilled off, and to the resulting residue is added chloroform, and the mixture is washed, dried, and evaporated to remove the solvent. The residue is purified by silica gel column chromatography (solvent; chloroform/ethanol=10:1) to give methyl 2-n-butyl-5-acetyl-3-(2'-methoxycarbonylbiphenyl-4-yl)methyl-4,5,6,7-tetrahydroimida...